This data is from the Open Reaction Database (ORD), a public repository of structured organic reaction records. The task is: describe an organic reaction: reactants, conditions, products, and yield Reactants: ClC1=CC=C(C=C1)C1=C2C(=NO1)C=CC(=C2)C2=NC(=NC=C2)N (4-[3-(4-chlorophenyl)-benzo[c]isoxazol-5-yl]-pyrimidin-2-ylamine), C(C)(=O)OC(C)=O (acetic anhydride). Solvent: C1(=CC=CC=C1)C (toluene), O (water). Conditions: temperature 100 celsius. Product: ClC1=CC=C(C=C1)C1=C2C(=NO1)C=CC(=C2)C2=NC(=NC=C2)NC(C)=O (N-{4-[3-(4-Chorophenyl)-benzo[c]isoxazol-5-yl]-pyrimidin-2-yl}-acetamide). Isolated yield 30.0%. As a reaction SMILES: [Cl:1][C:2]1[CH:7]=[CH:6][C:5]([C:8]2[O:12][N:11]=[C:10]3[CH:13]=[CH:14][C:15]([C:17]4[CH:22]=[CH:21][N:20]=[C:19]([NH2:23])[N:18]=4)=[CH:16][C:9]=23)=[CH:4][CH:3]=1.[C:24](OC(=O)C)(=[O:26])[CH3:25]>C1(C)C=CC=CC=1.O>[Cl:1][C:2]1[CH:7]=[CH:6][C:5]([C:8]2[O:12][N:11]=[C:10]3[CH:13]=[CH:14][C:15]([C:17]4[CH:22]=[CH:21][N:20]=[C:19]([NH:23][C:24](=[O:26])[CH3:25])[N:18]=4)=[CH:16][C:9]=23)=[CH:4][CH:3]=1. Reported procedure: To a suspension of 4-[3-(4-chlorophenyl)-benzo[c]isoxazol-5-yl]-pyrimidin-2-ylamine in toluene (1.5 mL) at room temperature, was added acetic anhydride (0.5 mL). The mixture was heated at 100° C. for 3 hours. The reaction mixture was diluted with water (6 mL) and the precipitate filtered then washed with toluene (2×6 mL). Purification was achieved by silica gel chromatography (4:1 ethyl acetate/hexane then 2% methanol/dichloromethane), followed by a 5% aqueous sodium bicarbonate wash (1×50 mL) t...